This data is from the Open Reaction Database (ORD), a public repository of structured organic reaction records. The task is: describe an organic reaction: reactants, conditions, products, and yield The solvent is CN(C=O)C (dimethylformamide). The reactants are FC=1C=C(C=CC1[N+](=O)[O-])O (3-Fluoro-4-nitro phenol), C([O-])([O-])=O.[K+].[K+] (potassium carbonate), C1(=CC=C(C=C1)S(=O)(=O)OC1CCN(CC1)C(=O)OC(C)(C)C)C (tert-Butyl 4-(toluene-4-sulfonyloxy)piperidine-1-carboxylate). Yield: 84.7%. Procedure: 3-Fluoro-4-nitro phenol (5 g, 0.032 moles), potassium carbonate (6.34 g, 0.047 moles) and tert-Butyl 4-(toluene-4-sulfonyloxy)piperidine-1-carboxylate (14 g, 0.04 moles) in dimethylformamide (50 mL) were stirred at 100° C. After completion of reaction, the mass was quenched on to water (100 mL) and extracted with ethyl acetate (2×100 mL). The resulting organic layer was washed with brine solution, dried over sodium sulfate and concentrated under reduced pressure to obtain the crude residue, whic... The product is FC=1C=C(OC2CCN(CC2)C(=O)OC(C)(C)C)C=CC1[N+](=O)[O-] (tert-Butyl 4-(3-fluoro-4-nitro phenoxy)piperidine-1-carboxylate). RXN SMILES: [F:1][C:2]1[CH:3]=[C:4]([OH:11])[CH:5]=[CH:6][C:7]=1[N+:8]([O-:10])=[O:9].C(=O)([O-])[O-].[K+].[K+].C1(C)C=CC(S(O[CH:28]2[CH2:33][CH2:32][N:31]([C:34]([O:36][C:37]([CH3:40])([CH3:39])[CH3:38])=[O:35])[CH2:30][CH2:29]2)(=O)=O)=CC=1>CN(C)C=O>[F:1][C:2]1[CH:3]=[C:4]([CH:5]=[CH:6][C:7]=1[N+:8]([O-:10])=[O:9])[O:11][CH:28]1[CH2:33][CH2:32][N:31]([C:34]([O:36][C:37]([CH3:40])([CH3:39])[CH3:38])=[O:35])[CH2:30][CH2:29]1 |f:1.2.3|. Reactants: C(#N)C1=CC=C(C=O)C=C1 (4-Cyanobenzaldehyde), C(#N)CC(=O)OCC (ethyl cyanoacetate), N1CCCCC1 (Piperidine). The solvent is C(C)O (ethanol). Yields the product C(C)OC(C(=CC1=CC=C(C=C1)C#N)C#N)=O (Ethyl-2-cyano-3-(4-cyanophenyl)-2-propenoate). As a reaction SMILES: [C:1]([C:3]1[CH:10]=[CH:9][C:6]([CH:7]=O)=[CH:5][CH:4]=1)#[N:2].[C:11]([CH2:13][C:14]([O:16][CH2:17][CH3:18])=[O:15])#[N:12].N1CCCCC1>C(O)C>[CH2:17]([O:16][C:14](=[O:15])[C:13]([C:11]#[N:12])=[CH:7][C:6]1[CH:9]=[CH:10][C:3]([C:1]#[N:2])=[CH:4][CH:5]=1)[CH3:18]. Procedure details: 4-Cyanobenzaldehyde (3.00 g, 22.9 mmol) ad ethyl cyanoacetate (2.59 g, 22.9 mmol) are dissolved in absolute ethanol (100 ml). Piperidine (0.097 g, 1.14 mmol) is added, and the solution is stirred at room temperature until no more starting material is apparent by tic. This takes approx. 2 hours during which time a precipitate is formed. The precipitate is filtered and recrystallised, or alternatively, the crude reaction mixture is concentrated in vacuo and chromatographed over silica with cyclohe... Reactants: [H-].[Na+] (sodium hydride), CC(C)O (2-propanol), FC=1C=CC2=C(C(N(CC=3N2C=NC3C(=O)OCC)C)=O)C1 (ethyl 8-fluoro-5,6-dihydro-5-methyl-6-oxo-4H-imidazo[1,5-a][1,4]benzodiazepine-3-carboxylate). Yields the product FC=1C=CC2=C(C(N(CC=3N2C=NC3C(=O)OC(C)C)C)=O)C1 (isopropyl 8-fluoro-5,6-dihydro-5-methyl-6-oxo-4H-imidazo[1,5-a][1,4]benzodiazepine-3-carboxylate). As a reaction SMILES: [H-].[Na+].[F:3][C:4]1[CH:5]=[CH:6][C:7]2[N:13]3[CH:14]=[N:15][C:16]([C:17]([O:19][CH2:20][CH3:21])=[O:18])=[C:12]3[CH2:11][N:10]([CH3:22])[C:9](=[O:23])[C:8]=2[CH:24]=1.[CH3:25]C(O)C>>[F:3][C:4]1[CH:5]=[CH:6][C:7]2[N:13]3[CH:14]=[N:15][C:16]([C:17]([O:19][CH:20]([CH3:25])[CH3:21])=[O:18])=[C:12]3[CH2:11][N:10]([CH3:22])[C:9](=[O:23])[C:8]=2[CH:24]=1 |f:0.1|. Reported procedure: 100 ml of 2-propanol are treated with 100 mg of sodium hydride. 5 g of ethyl 8-fluoro-5,6-dihydro-5-methyl-6-oxo-4H-imidazo[1,5-a][1,4]benzodiazepine-3-carboxylate are added thereto and the mixture is heated to boiling under reflux for 1 hour. Subsequently, the mixture is left to cool to room temperature, the separated crystals are filtered off and washed with 2-propanol and water, there being obtained isopropyl 8-fluoro-5,6-dihydro-5-methyl-6-oxo-4H-imidazo[1,5-a][1,4]benzodiazepine-3-carboxyla... Starting materials: COC(=O)c1nn2c(c1OCc1ccccc1)C(=O)N(C)CC2C(=O)O, C1CCOC1. Product: COC(=O)c1nn2c(c1OCc1ccccc1)C(=O)N(C)CC2CO. Reaction SMILES: [CH2:1]([c:2]1[cH:3][cH:4][cH:5][cH:6][cH:7]1)[O:8][c:9]1[c:10]([C:23](=[O:24])[O:25][CH3:26])[n:11][n:12]2[c:13]1[C:14](=[O:22])[N:15]([CH3:21])[CH2:16][CH:17]2[C:18](=[O:19])[OH:20].[CH2:27]1[O:28][CH2:29][CH2:30][CH2:31]1>>[CH2:1]([c:2]1[cH:3][cH:4][cH:5][cH:6][cH:7]1)[O:8][c:9]1[c:10]([C:23](=[O:24])[O:25][CH3:26])[n:11][n:12]2[c:13]1[C:14](=[O:22])[N:15]([CH3:21])[CH2:16][CH:17]2[CH2:18][OH:19].